The task is: describe an organic reaction: reactants, conditions, products, and yield. This data is from the Open Reaction Database (ORD), a public repository of structured organic reaction records. Yield: 98.0%. Reported procedure: To a mixture of 1.00 g (1.7 mmol) of 1,2-O-dioleylglycerol, 0.83 g (17 mmol) of lithium azide, 0.89 g (3.4 mmol) of triphenylphosphine, and 1.13 g (3.4 mmol) of carbon tetrabromide was added 10 ml of N,N-dimethylformamide in bolus and the mixture was stirred at ambient temperature for 3 hours. After completion of the reaction, the solvent was distilled off and the residue was diluted with water and extracted with ether. The ether layer was washed with water, dried, and concentrated, and the resi... As a reaction SMILES: [CH2:1]([O:19][CH2:20][CH:21]([CH2:41]O)[O:22][CH2:23][CH2:24][CH2:25][CH2:26][CH2:27][CH2:28][CH2:29][CH2:30]/[CH:31]=[CH:32]\[CH2:33][CH2:34][CH2:35][CH2:36][CH2:37][CH2:38][CH2:39][CH3:40])[CH2:2][CH2:3][CH2:4][CH2:5][CH2:6][CH2:7][CH2:8]/[CH:9]=[CH:10]\[CH2:11][CH2:12][CH2:13][CH2:14][CH2:15][CH2:16][CH2:17][CH3:18].[N-:43]=[N+:44]=[N-:45].[Li+].C1(P(C2C=CC=CC=2)C2C=CC=CC=2)C=CC=CC=1.C(Br)(Br)(Br)Br>CN(C)C=O>[CH2:23]([O:22][CH:21]([CH2:20][O:19][CH2:1][CH2:2][CH2:3][CH2:4][CH2:5][CH2:6][CH2:7][CH2:8]/[CH:9]=[CH:10]\[CH2:11][CH2:12][CH2:13][CH2:14][CH2:15][CH2:16][CH2:17][CH3:18])[CH2:41][N:43]=[N+:44]=[N-:45])[CH2:24][CH2:25][CH2:26][CH2:27][CH2:28][CH2:29][CH2:30]/[CH:31]=[CH:32]\[CH2:33][CH2:34][CH2:35][CH2:36][CH2:37][CH2:38][CH2:39][CH3:40] |f:1.2|. Starting materials: C(CCCCCCC\C=C/CCCCCCCC)OCC(OCCCCCCCC\C=C/CCCCCCCC)CO (1,2-O-dioleylglycerol), [N-]=[N+]=[N-].[Li+] (lithium azide), C1(=CC=CC=C1)P(C1=CC=CC=C1)C1=CC=CC=C1 (triphenylphosphine), C(Br)(Br)(Br)Br (carbon tetrabromide). Run at time 3 hour. Run in CN(C=O)C (N,N-dimethylformamide). Product: C(CCCCCCC\C=C/CCCCCCCC)OC(CN=[N+]=[N-])COCCCCCCCC\C=C/CCCCCCCC (2,3-dioleyloxypropyl azide). Reactants: COC1=C(C(=O)O)C=C(C=C1)C#N (2-methoxy-5-cyanobenzoic acid), Cl.C(C)OCCN1C(=NC2=C1C=CC=C2)NC2CCN(CC2)CCC2(CNCC2)C2=CC=CC=C2 (3-(2-(4-(1-(2-ethoxyethyl)-1H-benzimidazol-2-yl-amino)piperidin-1-yl)ethyl)-3-phenylpyrrolidine hydrochloric acid salt). The product is COC1=C(C(=O)N2CC(CC2)(C2=CC=CC=C2)CCN2CCC(CC2)NC2=NC3=C(N2CCOCC)C=CC=C3)C=C(C=C1)C#N (1-(2-methoxy-5-cyanobenzoyl)-3-(2-(4-(1-(2-ethoxyethyl)-1H-benzimidazol-2-yl-amino)piperidin-1-yl)ethyl)-3-phenylpyrrolidine). Reaction SMILES: [CH3:1][O:2][C:3]1[CH:11]=[CH:10][C:9]([C:12]#[N:13])=[CH:8][C:4]=1[C:5]([OH:7])=O.Cl.[CH2:15]([O:17][CH2:18][CH2:19][N:20]1[C:24]2[CH:25]=[CH:26][CH:27]=[CH:28][C:23]=2[N:22]=[C:21]1[NH:29][CH:30]1[CH2:35][CH2:34][N:33]([CH2:36][CH2:37][C:38]2([C:43]3[CH:48]=[CH:47][CH:46]=[CH:45][CH:44]=3)[CH2:42][CH2:41][NH:40][CH2:39]2)[CH2:32][CH2:31]1)[CH3:16]>>[CH3:1][O:2][C:3]1[CH:11]=[CH:10][C:9]([C:12]#[N:13])=[CH:8][C:4]=1[C:5]([N:40]1[CH2:41][CH2:42][C:38]([CH2:37][CH2:36][N:33]2[CH2:34][CH2:35][CH:30]([NH:29][C:21]3[N:20]([CH2:19][CH2:18][O:17][CH2:15][CH3:16])[C:24]4[CH:25]=[CH:26][CH:27]=[CH:28][C:23]=4[N:22]=3)[CH2:31][CH2:32]2)([C:43]2[CH:48]=[CH:47][CH:46]=[CH:45][CH:44]=2)[CH2:39]1)=[O:7] |f:1.2|. Procedure: Prepare by the method of Example 59.1 using 2-methoxy-5-cyanobenzoic acid and 3-(2-(4-(1-(2-ethoxyethyl)-1H-benzimidazol-2-yl-amino)piperidin-1-yl)ethyl)-3-phenylpyrrolidine hydrochloric acid salt (prepared from (−)-3-(2-hydroxyethyl)-3-phenylpyrrolidine (R,R)-di-p-anisoyltartaric acid salt) to give the title compound. Run at time 1.5 hour. Procedure details: A mixture of 26.24 g (0.2 mole) of 4-(2-propenyl)-3-thiosemicarbazide and 32.9 g (0.2 mole) of ethyl 2-chloroacetoacetate in 150 mL of absolute ethanol was stirred under nitrogen atmosphere for 1.5 hr, treated with 100 mL of 2N ethanolic hydrogen chloride and heated at reflux for 1.5 hr. The reaction mixture was stirred at ambient temperature for ~72 hr, heated to reflux and filtered to remove the amorphous sulfur. The filtrate was concentrated in vacuo to give a deep red oil which crystallized ... Yield: 59.0%. Starting materials: C(C=C)NC(NN)=S (4-(2-propenyl)-3-thiosemicarbazide), ClC(C(=O)OCC)C(=O)C (ethyl 2-chloroacetoacetate), Cl (hydrogen chloride). Product: Cl.CC1=C(C(=NN1)NCC=C)C(=O)OCC (5-Methyl-3-[(2-propenyl)amino]-1H-pyrazole-4-carboxylic acid, ethyl ester, hydrochloride). The solvent is C(C)O (ethanol). Reaction SMILES: [CH2:1]([NH:4][C:5](=S)[NH:6][NH2:7])[CH:2]=[CH2:3].[Cl:9][CH:10]([C:16]([CH3:18])=O)[C:11]([O:13][CH2:14][CH3:15])=[O:12].Cl>C(O)C>[ClH:9].[CH3:18][C:16]1[NH:7][N:6]=[C:5]([NH:4][CH2:1][CH:2]=[CH2:3])[C:10]=1[C:11]([O:13][CH2:14][CH3:15])=[O:12] |f:4.5|. Reactants: C(C)(=O)N(C)[C@@H]1CC[C@H](CC1)C(=O)NC1=C(OC2=C1C=C(C=C2)CC(=O)OC)C(=O)NC2=NC=C(C=C2)Cl (Trans-3-[4-(N-acetyl-N-methylamino)cyclohexylcarbonylamino]-5-methoxycarbonylmethyl-N-(5-chloropyridin-2-yl)benzofuran-2-carboxamide), C(O)([O-])=O.[Na+] (sodium hydrogen carbonate), [BH4-].[Li+] (lithium borohydride), Cl (hydrochloric acid). Run in O1CCCC1 (tetrahydrofuran). Reaction conditions: time 12 hour. Product: C(C)(=O)N(C)[C@@H]1CC[C@H](CC1)C(=O)NC1=C(OC2=C1C=C(C=C2)CCO)C(=O)NC2=NC=C(C=C2)Cl (Trans-3-[4-(N-acetyl-N-methylamino)cyclohexylcarbonylamino]-5-(2-hydroxyethyl)-N-(5-chloropyridin-2-yl)-benzofuran-2-carboxamide). Yield: 80.1%. Reaction SMILES: [C:1]([N:4]([C@H:6]1[CH2:11][CH2:10][C@H:9]([C:12]([NH:14][C:15]2[C:19]3[CH:20]=[C:21]([CH2:24][C:25](OC)=[O:26])[CH:22]=[CH:23][C:18]=3[O:17][C:16]=2[C:29]([NH:31][C:32]2[CH:37]=[CH:36][C:35]([Cl:38])=[CH:34][N:33]=2)=[O:30])=[O:13])[CH2:8][CH2:7]1)[CH3:5])(=[O:3])[CH3:2].[BH4-].[Li+].Cl.C(=O)([O-])O.[Na+]>O1CCCC1>[C:1]([N:4]([C@H:6]1[CH2:11][CH2:10][C@H:9]([C:12]([NH:14][C:15]2[C:19]3[CH:20]=[C:21]([CH2:24][CH2:25][OH:26])[CH:22]=[CH:23][C:18]=3[O:17][C:16]=2[C:29]([NH:31][C:32]2[CH:37]=[CH:36][C:35]([Cl:38])=[CH:34][N:33]=2)=[O:30])=[O:13])[CH2:8][CH2:7]1)[CH3:5])(=[O:3])[CH3:2] |f:1.2,4.5|. Procedure: Trans-3-[4-(N-acetyl-N-methylamino)cyclohexylcarbonylamino]-5-methoxycarbonylmethyl-N-(5-chloropyridin-2-yl)benzofuran-2-carboxamide (2.95 g) obtained in Example 2 is suspended in tetrahydrofuran (65 ml), and thereto is added lithium borohydride (238 mg), and the mixture is stirred at room temperature for 12 hours. To the reaction solution is poured 10% hydrochloric acid under ice-cooling, and the mixture is stirred at room temperature for 15 minutes. Subsequently, the reaction solution is neutr...